From a dataset of the Open Reaction Database (ORD), a public repository of structured organic reaction records. describe an organic reaction: reactants, conditions, products, and yield Starting materials: C(C)(C)(C)OC(NC1=C(C=C(C(=C1)OCC)C(F)(F)F)NC(CC(=O)C1=CC(=CC=C1)C=1C(=NC=CC1)CC)=O)=O ((5-Ethoxy-2-{3-[3-(2-ethyl-pyridin-3-yl)-phenyl]-3-oxo-propionylamino}-4-trifluoromethyl-phenyl)-carbamic acid tert-butyl ester), C(=O)(C(F)(F)F)O (TFA). Solvent: C(Cl)Cl (CH2Cl2). Product: C(C)OC1=CC2=C(NC(CC(=N2)C2=CC(=CC=C2)C=2C(=NC=CC2)CC)=O)C=C1C(F)(F)F (7-Ethoxy-4-[3-(2-ethyl-pyridin-3-yl)-phenyl]-8-trifluoromethyl-1,3-dihydro-benzo[b][1,4]diazepin-2-one), solid. The yield is 73.0%. Reaction SMILES: C(OC(=O)[NH:7][C:8]1[CH:13]=[C:12]([O:14][CH2:15][CH3:16])[C:11]([C:17]([F:20])([F:19])[F:18])=[CH:10][C:9]=1[NH:21][C:22](=[O:40])[CH2:23][C:24]([C:26]1[CH:31]=[CH:30][CH:29]=[C:28]([C:32]2[C:33]([CH2:38][CH3:39])=[N:34][CH:35]=[CH:36][CH:37]=2)[CH:27]=1)=O)(C)(C)C.C(O)(C(F)(F)F)=O>C(Cl)Cl>[CH2:15]([O:14][C:12]1[C:11]([C:17]([F:20])([F:19])[F:18])=[CH:10][C:9]2[NH:21][C:22](=[O:40])[CH2:23][C:24]([C:26]3[CH:31]=[CH:30][CH:29]=[C:28]([C:32]4[C:33]([CH2:38][CH3:39])=[N:34][CH:35]=[CH:36][CH:37]=4)[CH:27]=3)=[N:7][C:8]=2[CH:13]=1)[CH3:16]. Procedure: The title compound was prepared from (5-ethoxy-2-{3-[3-(2-ethyl-pyridin-3-yl)-phenyl]-3-oxo-propionylamino}-4-trifluoromethyl-phenyl)-carbamic acid tert-butyl ester (Example M215) (255 mg, 0.45 mmol) by treatment with TFA in CH2Cl2 according to the general procedure N. Obtained as a light yellow solid (148 mg, 73%). Starting materials: C(C1=CC=CC=C1)OCCN1C2=C(C3=C([C@@H](C1=O)NC([C@@](C(=O)O)(C)F)=O)C=CC=C3)C=CC=C2 ((R)—N—[(S)-5-(2-benzyloxy-ethyl)-6-oxo-6,7-dihydro-5H-dibenzo[b,d]azepin-7-yl]-2-fluoro-2-methyl-malonamic acid), FC(CN)(F)F (2,2,2-trifluoro-ethylamine). Product: C(C1=CC=CC=C1)OCCN1C2=C(C3=C([C@@H](C1=O)NC([C@@](C(=O)NCC(F)(F)F)(C)F)=O)C=CC=C3)C=CC=C2 ((S)—N—[(S)-5-(2-Benzyloxy-ethyl)-6-oxo-6,7-dihydro-5H-dibenzo[b,d]azepin-7-yl]-2-fluoro-2-methyl-N′-(2,2,2-trifluoro-ethyl)-malonamide). Yield: 58.0%. Reaction SMILES: [CH2:1]([O:8][CH2:9][CH2:10][N:11]1[C:17](=[O:18])[C@@H:16]([NH:19][C:20](=[O:27])[C@:21]([F:26])([CH3:25])[C:22](O)=[O:23])[C:15]2[CH:28]=[CH:29][CH:30]=[CH:31][C:14]=2[C:13]2[CH:32]=[CH:33][CH:34]=[CH:35][C:12]1=2)[C:2]1[CH:7]=[CH:6][CH:5]=[CH:4][CH:3]=1.[F:36][C:37]([F:41])([F:40])[CH2:38][NH2:39]>>[CH2:1]([O:8][CH2:9][CH2:10][N:11]1[C:17](=[O:18])[C@@H:16]([NH:19][C:20](=[O:27])[C@:21]([F:26])([CH3:25])[C:22]([NH:39][CH2:38][C:37]([F:41])([F:40])[F:36])=[O:23])[C:15]2[CH:28]=[CH:29][CH:30]=[CH:31][C:14]=2[C:13]2[CH:32]=[CH:33][CH:34]=[CH:35][C:12]1=2)[C:2]1[CH:7]=[CH:6][CH:5]=[CH:4][CH:3]=1. Procedure: Using (R)—N—[(S)-5-(2-benzyloxy-ethyl)-6-oxo-6,7-dihydro-5H-dibenzo[b,d]azepin-7-yl]-2-fluoro-2-methyl-malonamic acid and 2,2,2-trifluoro-ethylamine, the title compound was prepared in the same manner as described for example 1c. Final chromatography on silica (heptane/ethyl acetate gradient from 5 to 100%) afforded the title compound as white solid (58%). MS: m/e=558(M+H+). Starting materials: O.O.Cl[Sn]Cl (SnCl2.2H2O), NC=1C=C(C(=O)O)C=CC1C (3-amino-4-methylbenzoic acid), N(=O)[O-].[Na+] (NaNO2). The solvent is Cl (HCl), Cl (HCl), CC(=O)O (AcOH), O (water). Conditions: temperature 0 celsius, time 20 minute. Product: Cl.N(N)C=1C=C(C(=O)O)C=CC1C (3-Hydrazino-4-methylbenzoic acid hydrochloride). As a reaction SMILES: [N:1]([O-])=O.[Na+].[NH2:5][C:6]1[CH:7]=[C:8]([CH:12]=[CH:13][C:14]=1[CH3:15])[C:9]([OH:11])=[O:10].O.O.[Cl:18][Sn]Cl>O.Cl.CC(O)=O>[ClH:18].[NH:5]([C:6]1[CH:7]=[C:8]([CH:12]=[CH:13][C:14]=1[CH3:15])[C:9]([OH:11])=[O:10])[NH2:1] |f:0.1,3.4.5,9.10|. Reported procedure: A solution of 2.74 g of NaNO2 in 28 ml of water is added over 30 minutes to a solution, cooled to −5° C., of 5 g of 3-amino-4-methylbenzoic acid in 120 ml of concentrated HCl and 40 ml AcOH, and the mixture is left stirring for 1 hour 20 minutes at 0° C. After cooling to −10° C., a solution of 27.6 g of SnCl2.2H2O in 28 ml of concentrated HCl is added slowly. After stirring for 1 hour at RT, filtration, washing of the precipitate with 5 ml of 1N HCl and drying over P2O5 under vacuum, 6.15 g of t... Reactants: CCOCC, [Cl-], [Cl-], [Cl-], COC(=O)c1ccc(Cl)n1Cc1ccccc1[N+](=O)[O-], C1CCOC1, O, [Ti+3]. The product is COC(=O)c1ccc(Cl)n1Cc1ccccc1N. As a reaction SMILES: [CH3:26][CH2:27][O:28][CH2:29][CH3:30].[Cl-:32].[Cl-:33].[Cl-:34].[N+:1]([O-:2])(=[O:3])[c:4]1[c:5]([CH2:6][n:7]2[c:8]([C:13](=[O:14])[O:15][CH3:16])[cH:9][cH:10][c:11]2[Cl:12])[cH:17][cH:18][cH:19][cH:20]1.[O:21]1[CH2:22][CH2:23][CH2:24][CH2:25]1.[OH2:31].[Ti+3:35]>>[NH2:1][c:4]1[c:5]([CH2:6][n:7]2[c:8]([C:13](=[O:14])[O:15][CH3:16])[cH:9][cH:10][c:11]2[Cl:12])[cH:17][cH:18][cH:19][cH:20]1. Starting materials: ClC=1C=C(C=CC1Cl)N1C=NC(=C1)CN1C(=NC=C1)C=O (1-[1-(3,4-dichloro-phenyl)-1H-imidazol-4-ylmethyl]-1H-imidazole-2-carbaldehyde), [BH4-].[Na+] (sodium borohydride). Solvent: CO (MeOH). Run at time 2 hour. Yields the product ClC=1C=C(C=CC1Cl)N1C=NC(=C1)CN1C(=NC=C1)CO ({1-[1-(3,4-Dichloro-phenyl)-1H-imidazol-4-yl-methyl]-1H-imidazol-2-yl}-methanol), material. Yield: 41.0%. As a reaction SMILES: [Cl:1][C:2]1[CH:3]=[C:4]([N:9]2[CH:13]=[C:12]([CH2:14][N:15]3[CH:19]=[CH:18][N:17]=[C:16]3[CH:20]=[O:21])[N:11]=[CH:10]2)[CH:5]=[CH:6][C:7]=1[Cl:8].[BH4-].[Na+]>CO>[Cl:1][C:2]1[CH:3]=[C:4]([N:9]2[CH:13]=[C:12]([CH2:14][N:15]3[CH:19]=[CH:18][N:17]=[C:16]3[CH2:20][OH:21])[N:11]=[CH:10]2)[CH:5]=[CH:6][C:7]=1[Cl:8] |f:1.2|. Procedure details: A solution of 1-[1-(3,4-dichloro-phenyl)-1H-imidazol-4-ylmethyl]-1H-imidazole-2-carbaldehyde (0.52 g, 1.6 mmol) in MeOH (16 ml) was treated with sodium borohydride (0.12 g, 3.2 mmol). The mixture was stirred at rt for 2 h. Then all volatiles were evaporated and the residue was partitioned (AcOEt/H2O). The organic phase was dried (Na2SO4) and concentrated to approximately 30 ml. The title compound was obtained as a white crystalline material (0.21 g, 41%). Mp. 202-203° C. (AcOEt), MS: m/e=322 (M+... Starting materials: C(C)(=O)C1=CC=CC=C1 (acetophenone), C(=O)[O-].[NH4+] (ammonium formate), C(=O)[O-].[NH4+] (ammonium formate), C(C)(=O)C1=CC=CC=C1 (acetophenone). The solvent is C(=O)O (formic acid), C(=O)O (formic acid). Run at time 3 hour. Product: C(=O)NC(C)C1=CC=CC=C1 (N-formyl-1-phenylethylamine). Reaction SMILES: [CH:1]([O-:3])=O.[NH4+:4].[C:5]([C:8]1[CH:13]=[CH:12][CH:11]=[CH:10][CH:9]=1)(=O)[CH3:6]>C(O)=O>[CH:1]([NH:4][CH:5]([C:8]1[CH:13]=[CH:12][CH:11]=[CH:10][CH:9]=1)[CH3:6])=[O:3] |f:0.1|. Reported procedure: In the same manner as in Example 1 except that a mixture of formic acid, ammonium formate and acetophenone was heated with stirring at 160° C. for 6 hours in place of the concurrent addition of acetophenone and formic acid to ammonium formate for 3 hours and keeping the mass after the addition stirred for 3 hours, the reaction and post treatment were carried out to obtain 112 g of crude N-formyl-1-phenylethylamine; the purity: 82.7%